Dataset: the Open Reaction Database (ORD), a public repository of structured organic reaction records. Task: describe an organic reaction: reactants, conditions, products, and yield The reactants are CI, COc1ccc(-c2cn3ccccc3n2)cc1, CC#N. Product: COc1ccc(-c2cn3ccccc3[n+]2C)cc1, [I-]. Reaction SMILES: [CH3:18][I:19].[CH3:1][O:2][c:3]1[cH:4][cH:5][c:6](-[c:9]2[n:10][c:11]3[n:12]([cH:13][cH:14][cH:15][cH:16]3)[cH:17]2)[cH:7][cH:8]1.[CH3:20][C:21]#[N:22]>>[CH3:1][O:2][c:3]1[cH:4][cH:5][c:6](-[c:9]2[n+:10]([CH3:18])[c:11]3[n:12]([cH:13][cH:14][cH:15][cH:16]3)[cH:17]2)[cH:7][cH:8]1.[I-:19]. The reactants are C(C)OC(C[C@H](C=CCN1C([C@H](C[C@H]1C)NC(=O)OC(C)(C)C)=O)C=1C=NC(=NC1)C)=O (6-(3(S)-tert-Butoxycarbonylamino-5(R)-methyl-2-oxo-pyrrolidin-1-yl)-3(R)-(2-methyl-pyrimidin-5-yl)-hex-4-enoic Acid Ethyl Ester). The reagents and catalysts are [Pd] (Pd on carbon). The solvent is C(C)O (ethanol), CO (methanol). Conditions: time 1.5 hour. Product: C(C)OC(C[C@H](CCCN1C([C@H](C[C@H]1C)NC(=O)OC(C)(C)C)=O)C=1C=NC(=NC1)C)=O (6-(3(S)-tert-Butoxycarbonylamino-5(R)-methyl-2-oxo-pyrrolidin-1-yl)-3(S)-(2-methyl-pyrimidin-5-yl)-hexanoic Acid Ethyl Ester). RXN SMILES: [CH2:1]([O:3][C:4](=[O:32])[CH2:5][C@@H:6]([C:25]1[CH:26]=[N:27][C:28]([CH3:31])=[N:29][CH:30]=1)[CH:7]=[CH:8][CH2:9][N:10]1[C@H:14]([CH3:15])[CH2:13][C@H:12]([NH:16][C:17]([O:19][C:20]([CH3:23])([CH3:22])[CH3:21])=[O:18])[C:11]1=[O:24])[CH3:2]>CO.C(O)C.[Pd]>[CH2:1]([O:3][C:4](=[O:32])[CH2:5][C@@H:6]([C:25]1[CH:26]=[N:27][C:28]([CH3:31])=[N:29][CH:30]=1)[CH2:7][CH2:8][CH2:9][N:10]1[C@H:14]([CH3:15])[CH2:13][C@H:12]([NH:16][C:17]([O:19][C:20]([CH3:23])([CH3:21])[CH3:22])=[O:18])[C:11]1=[O:24])[CH3:2]. Reported procedure: To stirred solution of 5-3 (180 mg) in methanol (8 mL) was added a suspension of 10% Pd on carbon (60 mg) in ethanol (1 mL). The resulting suspension was stirred under an atmosphere of hydrogen for 1.5 hours. The mixture was filtered through Celite. The solvent was evaporated to give 5-4 as an oil. Reaction SMILES: C(OC([NH:11][C@H:12]1[CH2:17][CH2:16][N:15]([C:18]([O:20][C:21]([CH3:24])([CH3:23])[CH3:22])=[O:19])[CH2:14][C@H:13]1[NH:25][C:26]([O:28][CH2:29][CH2:30][Si:31]([CH3:34])([CH3:33])[CH3:32])=[O:27])=O)C1C=CC=CC=1.[H][H]>[Pd].C(O)(C)C>[NH2:11][C@H:12]1[CH2:17][CH2:16][N:15]([C:18]([O:20][C:21]([CH3:24])([CH3:23])[CH3:22])=[O:19])[CH2:14][C@H:13]1[NH:25][C:26]([O:28][CH2:29][CH2:30][Si:31]([CH3:34])([CH3:33])[CH3:32])=[O:27]. Procedure: A mixture of cis-tert-butyl 4-(benzyloxycarbonylamino)-3-((2-(trimethylsilyl)ethoxy)carbonylamino)piperidine-1-carboxylate (1.8 g, 3.6 mmol) and 10% palladium on carbon (180 mg) in isopropanol (60 mL) was stirred under 1 atm hydrogen atmosphere (hydrogen balloon) at room temperature for 3 hours. After that, the mixture was filtered through a pad of celite. The filtrate was concentrated and purified by silica gel column chromatography (methanol/dichloromethane=1/30 to 1/10) to afford the title co... The reagents and catalysts are [Pd] (palladium on carbon). Starting materials: [H][H] (hydrogen), [H][H] (hydrogen), C(C1=CC=CC=C1)OC(=O)N[C@@H]1[C@@H](CN(CC1)C(=O)OC(C)(C)C)NC(=O)OCC[Si](C)(C)C (cis-tert-butyl 4-(benzyloxycarbonylamino)-3-((2-(trimethylsilyl)ethoxy)carbonylamino)piperidine-1-carboxylate). Isolated yield 61.8%. Run in C(C)(C)O (isopropanol). Product: N[C@@H]1[C@@H](CN(CC1)C(=O)OC(C)(C)C)NC(=O)OCC[Si](C)(C)C (cis-tert-butyl 4-amino-3-((2-(trimethylsilyl)ethoxy)-carbonylamino)piperidine-1-carboxylate). The reactants are C(C)(C)(C)OC(=O)[C@@H](C(=O)OC)CI ((R)-methyl 2-(tert-butoxycarbonyl)-3-iodopropanoate), BrC1=CN=C(S1)[Si](C(C)C)(C(C)C)C(C)C (5-bromo-2-(triisopropylsilyl)thiazole), Thiazoles. Solvent: Halogen. Yields the product C(C)(C)(C)OC(=O)[C@H](C(=O)OC)CC1=CN=C(S1)[Si](C(C)C)(C(C)C)C(C)C ((S)-methyl 2-(tert-butoxycarbonyl)-3-(2-(triisopropylsilyl)thiazol-5-yl)propanoate). Reaction SMILES: [C:1]([O:5][C:6]([C@H:8]([CH2:13]I)[C:9]([O:11][CH3:12])=[O:10])=[O:7])([CH3:4])([CH3:3])[CH3:2].Br[C:16]1[S:20][C:19]([Si:21]([CH:28]([CH3:30])[CH3:29])([CH:25]([CH3:27])[CH3:26])[CH:22]([CH3:24])[CH3:23])=[N:18][CH:17]=1>>[C:1]([O:5][C:6]([C@@H:8]([CH2:13][C:16]1[S:20][C:19]([Si:21]([CH:25]([CH3:27])[CH3:26])([CH:28]([CH3:30])[CH3:29])[CH:22]([CH3:23])[CH3:24])=[N:18][CH:17]=1)[C:9]([O:11][CH3:12])=[O:10])=[O:7])([CH3:4])([CH3:3])[CH3:2]. Procedure: The title compound was synthesized in a manner analogous to that described Example 475, using (R)-methyl 2-(tert-butoxycarbonyl)-3-iodopropanoate and 5-bromo-2-(triisopropylsilyl)thiazole (prepared according to Stangeland, Eric L.; Sammakia, Tarek, Use of Thiazoles in the Halogen Dance Reaction: Application to the Total Synthesis of WS75624 B, Journal of Organic Chemistry (2004), 69(7), 2381-2385.). MS m/z: 443.3 (100%, M+1). The reactants are N1=C(C(=CC=C1)C)C (2,3-lutidine), ClC(=O)OCC (ethyl chloroformate), C[Mg]Cl (methylmagnesium chloride). The reagents and catalysts are [Cu]I (copper(I) iodide). Solvent: O1CCCC1 (tetrahydrofuran). Yields the product CC=1N(C=CC(C1C)C)C(=O)OCC (ethyl 2,3,4-trimethyl-l (4H)-pyridinecarboxylate). Reaction SMILES: [N:1]1[CH:6]=[CH:5][CH:4]=[C:3]([CH3:7])[C:2]=1[CH3:8].Cl[C:10]([O:12][CH2:13][CH3:14])=[O:11].[CH3:15][Mg]Cl>[Cu]I.O1CCCC1>[CH3:8][C:2]1[N:1]([C:10]([O:12][CH2:13][CH3:14])=[O:11])[CH:6]=[CH:5][CH:4]([CH3:15])[C:3]=1[CH3:7]. Procedure details: A solution of 6.75 g of 2,3-lutidine and 475 mg of copper(I) iodide in 150 ml of abs. tetrahydrofuran is cooled to -20° and treated under argon with 3.4 ml of ethyl chloroformate. The reaction mixture is heated to 30° and treated dropwise within 10 minutes with 14 ml of methylmagnesium chloride (3 molar, in tetrahydrofuran). The ethyl 2,3,4-trimethyl-l (4H)-pyridinecarboxylate obtained as the intermediate can be isolated as follows: The reaction mixture is cooled to -10° and treated with 38 ml o... Reactants: NC1=CC=NC=C1 (4-aminopyridine), C(C)OC(C[N+]#[C-])=O (ethylisocyanoacetate), CN(C=O)C (N,N-dimethylformamide). The product is N1=CC=C(C=C1)N1C(NCC1=O)=O (3-(4-Pyridyl)-2,4-imidazolidinedione). As a reaction SMILES: [NH2:1][C:2]1[CH:7]=[CH:6][N:5]=[CH:4][CH:3]=1.C([O:10][C:11](=O)[CH2:12][N+:13]#[C-:14])C.CN(C)C=[O:19]>>[N:5]1[CH:6]=[CH:7][C:2]([N:1]2[C:11](=[O:10])[CH2:12][NH:13][C:14]2=[O:19])=[CH:3][CH:4]=1. Reported procedure: A mixture of 4-aminopyridine (25 g, 266 mmol) and ethylisocyanoacetate (35 g, 271 mmol) in N,N-dimethylformamide (250 ml) was heated under reflux for 90 minutes, and allowed to cool. The resulting precipitate was filtered off, and the filtrate heated under reflux for a further 5 hours. The cooled mixture was concentrated under reduced pressure, and the residue triturated with hot ethanol (500 ml). The resulting solid was filtered, and recrystallised from N,N-dimethylformamide to afford the title...